From a dataset of the Open Reaction Database (ORD), a public repository of structured organic reaction records. describe an organic reaction: reactants, conditions, products, and yield Reactants: O=C(O)c1ccc(Br)c(O)c1, CO, [Na+], [Na+], O=C([O-])[O-], O=S(=O)(O)O. The product is COC(=O)c1ccc(Br)c(O)c1. Reaction SMILES: [Br:1][c:2]1[c:3]([OH:11])[cH:4][c:5]([C:6](=[O:7])[OH:8])[cH:9][cH:10]1.[CH3:23][OH:24].[Na+:17].[Na+:18].[O-:19][C:20](=[O:21])[O-:22].[S:12](=[O:13])(=[O:14])([OH:15])[OH:16]>>[Br:1][c:2]1[c:3]([OH:11])[cH:4][c:5]([C:6](=[O:7])[O:8][CH3:20])[cH:9][cH:10]1.